Dataset: the Open Reaction Database (ORD), a public repository of structured organic reaction records. Task: describe an organic reaction: reactants, conditions, products, and yield Run in CO (methanol). Procedure: A suspension of 0.5 g of the product from Example 269, methanol (50 mL) and 1N sodium hydroxide (10 mL) is heated on a steam bath for 15 min. The resulting solution is cooled in an ice bath and treated with 1N hydrochloric acid (10 mL) to precipitate the product. Filtration and trituration of the damp cake with methanol (2 mL) gives pure product; mp 192°-194° C. (dec). Starting materials: C(C1=CC=CC=C1)(=O)C1=NC2=C(CC3N(C2)C(N(C3=O)C(C)C)=O)N1CC1=CC=CC=C1 (2-Benzoyl-8a,9-dihydro-7-(1-methylethyl)--(phenylmethyl)-1H-diimidazo[1,5-a:4',5'-d]pyridine-6,8(4H,7H)-dione), [OH-].[Na+] (sodium hydroxide), Cl (hydrochloric acid). RXN SMILES: [C:1]([C:9]1[N:25]([CH2:26][C:27]2[CH:32]=[CH:31][CH:30]=[CH:29][CH:28]=2)[C:12]2[CH2:13][CH:14]3[C:19](=[O:20])[N:18]([CH:21]([CH3:23])[CH3:22])[C:17](=[O:24])[N:15]3[CH2:16][C:11]=2[N:10]=1)(=[O:8])[C:2]1[CH:7]=[CH:6][CH:5]=[CH:4][CH:3]=1.[OH-:33].[Na+].Cl>CO>[C:1]([C:9]1[N:25]([CH2:26][C:27]2[CH:32]=[CH:31][CH:30]=[CH:29][CH:28]=2)[C:12]2[CH2:13][CH:14]([C:19]([OH:20])=[O:33])[N:15]([C:17]([NH:18][CH:21]([CH3:22])[CH3:23])=[O:24])[CH2:16][C:11]=2[N:10]=1)(=[O:8])[C:2]1[CH:7]=[CH:6][CH:5]=[CH:4][CH:3]=1 |f:1.2|. Product: C(C1=CC=CC=C1)(=O)C=1N(C2=C(CN(C(C2)C(=O)O)C(=O)NC(C)C)N1)CC1=CC=CC=C1 (2-Benzoyl-4,5,6,7-tetrahydro-5-[[(1-methylethyl)amino]carbonyl]-1-(phenylmethyl)-1H-imidazo[4,5-c]pyridine-6-carboxylic acid). The yield is 39.0%. Reported procedure: The title compound was prepared using the method of Example 34(d) starting from imidazo[1,2-a]pyridine-2-carboxylic acid (0.853 g, 5.26 mmol) and (S)-4-(1-(2-aminopropyl)-1H-pyrazol-3-yl)-2-chloro-6-fluorobenzonitrile (1.0 g, 3.59 mmol). The product was purified by flash chromatography and recrystallization from acetonitrile/water, respectively. Yield 39.0%. 1H-NMR (400 MHz; DMSO-d6): δ 1.13 (d, 3H), 4.35 (dd, 1H), 4.43 (dd, 1H), 4.47-4.57 (m, 1H), 6.96-7.01 (m, 1H), 7.02 (d, 1H), 7.34-7.40 (m, ... The reactants are N=1C(=CN2C1C=CC=C2)C(=O)O (imidazo[1,2-a]pyridine-2-carboxylic acid), N[C@H](CN1N=C(C=C1)C1=CC(=C(C#N)C(=C1)F)Cl)C ((S)-4-(1-(2-aminopropyl)-1H-pyrazol-3-yl)-2-chloro-6-fluorobenzonitrile). RXN SMILES: [N:1]1[C:2]([C:10]([OH:12])=O)=[CH:3][N:4]2[CH:9]=[CH:8][CH:7]=[CH:6][C:5]=12.[NH2:13][C@@H:14]([CH3:31])[CH2:15][N:16]1[CH:20]=[CH:19][C:18]([C:21]2[CH:28]=[C:27]([F:29])[C:24]([C:25]#[N:26])=[C:23]([Cl:30])[CH:22]=2)=[N:17]1>>[Cl:30][C:23]1[CH:22]=[C:21]([C:18]2[CH:19]=[CH:20][N:16]([CH2:15][C@@H:14]([NH:13][C:10]([C:2]3[N:1]=[C:5]4[CH:6]=[CH:7][CH:8]=[CH:9][N:4]4[CH:3]=3)=[O:12])[CH3:31])[N:17]=2)[CH:28]=[C:27]([F:29])[C:24]=1[C:25]#[N:26]. The product is ClC=1C=C(C=C(C1C#N)F)C1=NN(C=C1)C[C@H](C)NC(=O)C=1N=C2N(C=CC=C2)C1 ((S)—N-(1-(3-(3-chloro-4-cyano-5-fluorophenyl)-1H-pyrazol-1-yl)propan-2-yl)imidazo[1,2-a]pyridine-2-carboxamide). Reactants: CC(O)(CNC(=O)c1cc(Br)c(OCC(F)(F)F)nc1C(F)(F)F)C1CC1, Cc1ccccc1, CN(C)C=O, OB(O)c1ccc(Cl)cc1, [Na+], [Na+], O=C([O-])[O-], O. The product is CC(O)(CNC(=O)c1cc(-c2ccc(Cl)cc2)c(OCC(F)(F)F)nc1C(F)(F)F)C1CC1. Reaction SMILES: [Br:1][c:2]1[c:3]([O:22][CH2:23][C:24]([F:25])([F:26])[F:27])[n:4][c:5]([C:18]([F:19])([F:20])[F:21])[c:6]([C:7](=[O:8])[NH:9][CH2:10][C:11]([CH3:12])([OH:13])[CH:14]2[CH2:15][CH2:16]2)[cH:17]1.[CH3:45][c:46]1[cH:47][cH:48][cH:49][cH:50][cH:51]1.[CH3:52][N:53]([CH3:54])[CH:55]=[O:56].[Cl:28][c:29]1[cH:30][cH:31][c:32]([B:35]([OH:36])[OH:37])[cH:33][cH:34]1.[Na+:38].[Na+:39].[O-:40][C:41](=[O:42])[O-:43].[OH2:44]>>[c:2]1(-[c:32]2[cH:31][cH:30][c:29]([Cl:28])[cH:34][cH:33]2)[c:3]([O:22][CH2:23][C:24]([F:25])([F:26])[F:27])[n:4][c:5]([C:18]([F:19])([F:20])[F:21])[c:6]([C:7](=[O:8])[NH:9][CH2:10][C:11]([CH3:12])([OH:13])[CH:14]2[CH2:15][CH2:16]2)[cH:17]1. Starting materials: CN(Cc1ccc(Cl)c(Cl)c1)C(=O)C=C1OC(C)(C)OC1=O, CN(Cc1ccc(Cl)c(Cl)c1)C(=O)C1=C(O)C(=O)N(CCC(=O)NCCC(=O)O)C1, NCCNC(=O)CCN1CCOCC1. The product is CN(Cc1ccc(Cl)c(Cl)c1)C(=O)C1=C(O)C(=O)N(CCNC(=O)CCN2CCOCC2)C1. As a reaction SMILES: [Cl:1][c:2]1[cH:3][c:4]([CH2:9][N:10]([CH3:11])[C:12](=[O:13])[CH:14]=[C:15]2[C:16](=[O:17])[O:18][C:19]([CH3:20])([CH3:21])[O:22]2)[cH:5][cH:6][c:7]1[Cl:8].[Cl:37][c:38]1[cH:39][c:40]([CH2:41][N:42]([C:43](=[O:44])[C:45]2=[C:46]([OH:61])[C:47](=[O:60])[N:48]([CH2:50][CH2:51][C:52]([NH:53][CH2:54][CH2:55][C:56]([OH:57])=[O:58])=[O:59])[CH2:49]2)[CH3:62])[cH:63][cH:64][c:65]1[Cl:66].[NH2:23][CH2:24][CH2:25][NH:26][C:27]([CH2:28][CH2:29][N:30]1[CH2:31][CH2:32][O:33][CH2:34][CH2:35]1)=[O:36]>>[N:23]1([CH2:24][CH2:25][NH:26][C:27]([CH2:28][CH2:29][N:30]2[CH2:31][CH2:32][O:33][CH2:34][CH2:35]2)=[O:36])[C:47](=[O:60])[C:46]([OH:61])=[C:45]([C:43]([N:42]([CH2:41][c:40]2[cH:39][c:38]([Cl:37])[c:65]([Cl:66])[cH:64][cH:63]2)[CH3:62])=[O:44])[CH2:49]1. Reactants: ClC1=CC=C2C(=CC=NC2=C1)N1CCN(CC1)C(=O)NC1=CC=C(C=C1)C(F)(F)F (7-chloro-4-[4-(4-trifluoromethylphenylaminocarbonyl)piperazin-1-yl]quinoline), CC1=CC2=C(N=C(S2)C2=CC=C(C=C2)N=C=O)C=C1 (4-(6-methyl-2-benzothiazolyl)phenyl isocyanate), ClC1=CC=C2C(=CC=NC2=C1)N1CCNCC1 (7-chloro-4-(piperazin-1-yl)quinoline), C(C)(C)N(CC)C(C)C (diisopropyl(ethyl)amine). The solvent is C(Cl)Cl.CO (CH2Cl2 MeOH). Yields the product ClC1=CC=C2C(=CC=NC2=C1)N1CCN(CC1)C(=O)NC1=CC=C(C=C1)C=1SC2=C(N1)C=CC(=C2)C (7-Chloro-4-[4-[4-(6-methylbenzothiazol-2-yl)phenylaminocarbonyl]piperazin-1-yl]quinoline). Reaction SMILES: [Cl:1][C:2]1[CH:11]=[C:10]2[C:5]([C:6]([N:12]3[CH2:17][CH2:16][N:15]([C:18]([NH:20][C:21]4[CH:26]=[CH:25][C:24]([C:27](F)(F)F)=[CH:23][CH:22]=4)=[O:19])[CH2:14][CH2:13]3)=[CH:7][CH:8]=[N:9]2)=[CH:4][CH:3]=1.ClC1C=C2C(C(N3CCNCC3)=CC=N2)=CC=1.C(N(C(C)C)CC)(C)C.[CH3:57][C:58]1[CH:75]=[CH:74][C:61]2[N:62]=C(C3C=CC(N=C=O)=CC=3)[S:64][C:60]=2[CH:59]=1>C(Cl)Cl.CO>[Cl:1][C:2]1[CH:11]=[C:10]2[C:5]([C:6]([N:12]3[CH2:17][CH2:16][N:15]([C:18]([NH:20][C:21]4[CH:26]=[CH:25][C:24]([C:27]5[S:64][C:60]6[CH:59]=[C:58]([CH3:57])[CH:75]=[CH:74][C:61]=6[N:62]=5)=[CH:23][CH:22]=4)=[O:19])[CH2:14][CH2:13]3)=[CH:7][CH:8]=[N:9]2)=[CH:4][CH:3]=1 |f:4.5|. Reported procedure: As described for 7-chloro-4-[4-(4-trifluoromethylphenylaminocarbonyl)piperazin-1-yl]quinoline, 7-chloro-4-(piperazin-1-yl)quinoline (120 mg, 0.49 mmol), diisopropyl(ethyl)amine (127 mg, 0.98 mmol), and 4-(6-methyl-2-benzothiazolyl)phenyl isocyanate (100 mg, 0.38 mmol) are reacted to give the title product after flash chromatography with CH2Cl2-MeOH. Reactants: O=C([O-])[O-], CC(C)c1cc(C(C)C)c(-c2ccccc2P(C2CCCCC2)C2CCCCC2)c(C(C)C)c1, COc1cc(Cl)nc(SCc2cccc(F)c2F)n1, [Cs+], [Cs+], CC1CN(C(=O)OC(C)(C)C)CCN1S(N)(=O)=O, O=C(C=Cc1ccccc1)C=Cc1ccccc1, O=C(C=Cc1ccccc1)C=Cc1ccccc1, C1COCCO1, O=C(C=Cc1ccccc1)C=Cc1ccccc1, [Pd], [Pd]. The product is COc1cc(NS(=O)(=O)N2CCN(C(=O)OC(C)(C)C)CC2C)nc(SCc2cccc(F)c2F)n1. Reaction SMILES: [C:53](=[O:54])([O-:55])[O-:56].[CH:19]1([P:20]([CH:21]2[CH2:22][CH2:23][CH2:24][CH2:25][CH2:26]2)[c:27]2[cH:28][cH:29][cH:30][cH:31][c:32]2-[c:33]2[c:34]([CH:35]([CH3:36])[CH3:37])[cH:38][c:39]([CH:40]([CH3:41])[CH3:42])[cH:43][c:44]2[CH:45]([CH3:46])[CH3:47])[CH2:48][CH2:49][CH2:50][CH2:51][CH2:52]1.[Cl:59][c:60]1[n:61][c:62]([S:68][CH2:69][c:70]2[c:71]([F:77])[c:72]([F:76])[cH:73][cH:74][cH:75]2)[n:63][c:64]([O:66][CH3:67])[cH:65]1.[Cs+:57].[Cs+:58].[NH2:1][S:2](=[O:3])(=[O:4])[N:5]1[CH:6]([CH3:18])[CH2:7][N:8]([C:11](=[O:12])[O:13][C:14]([CH3:15])([CH3:16])[CH3:17])[CH2:9][CH2:10]1.[O:104]=[C:105]([CH:106]=[CH:107][c:108]1[cH:109][cH:110][cH:111][cH:112][cH:113]1)[CH:114]=[CH:115][c:116]1[cH:117][cH:118][cH:119][cH:120][cH:121]1.[O:122]=[C:123]([CH:124]=[CH:125][c:126]1[cH:127][cH:128][cH:129][cH:130][cH:131]1)[CH:132]=[CH:133][c:134]1[cH:135][cH:136][cH:137][cH:138][cH:139]1.[O:78]1[CH2:79][CH2:80][O:81][CH2:82][CH2:83]1.[O:86]=[C:87]([CH:88]=[CH:89][c:90]1[cH:91][cH:92][cH:93][cH:94][cH:95]1)[CH:96]=[CH:97][c:98]1[cH:99][cH:100][cH:101][cH:102][cH:103]1.[Pd:84].[Pd:85]>>[NH:1]([S:2](=[O:3])(=[O:4])[N:5]1[CH:6]([CH3:18])[CH2:7][N:8]([C:11](=[O:12])[O:13][C:14]([CH3:15])([CH3:16])[CH3:17])[CH2:9][CH2:10]1)[c:60]1[n:61][c:62]([S:68][CH2:69][c:70]2[c:71]([F:77])[c:72]([F:76])[cH:73][cH:74][cH:75]2)[n:63][c:64]([O:66][CH3:67])[cH:65]1.